From a dataset of the Open Reaction Database (ORD), a public repository of structured organic reaction records. describe an organic reaction: reactants, conditions, products, and yield The reactants are COC1=C2C=C(C(=NC2=C(C=C1)OC)C)C(=O)OCC (ethyl 5,8-dimethoxy-2-methylquinoline-3-carboxylate), [H-].[Al+3].[Li+].[H-].[H-].[H-] (lithium aluminum hydride). Run in O1CCCC1 (tetrahydrofuran), CCOCC (ether). Run at temperature 50 celsius, time 16 hour. Product: COC1=C2C=C(C(=NC2=C(C=C1)OC)C)C=O (5,8-DIMETHOXY-3-FORMYL-2-METHYLQUINOLINE). Isolated yield 3.0%. RXN SMILES: [CH3:1][O:2][C:3]1[CH:12]=[CH:11][C:10]([O:13][CH3:14])=[C:9]2[C:4]=1[CH:5]=[C:6]([C:16](OCC)=[O:17])[C:7]([CH3:15])=[N:8]2.[H-].[Al+3].[Li+].[H-].[H-].[H-]>O1CCCC1.CCOCC>[CH3:1][O:2][C:3]1[CH:12]=[CH:11][C:10]([O:13][CH3:14])=[C:9]2[C:4]=1[CH:5]=[C:6]([CH:16]=[O:17])[C:7]([CH3:15])=[N:8]2 |f:1.2.3.4.5.6|. Procedure details: A solution of ethyl 5,8-dimethoxy-2-methylquinoline-3-carboxylate (4.0 g, 0.0145 mol) in tetrahydrofuran is added to a slurry of lithium aluminum hydride (0.72 g, 0.019 mol) in ether. The reaction is stirred for 16 hours at 50° C. After cooling, the reaction is quenched by the sequential addition of water and 15% aqueous sodium hydroxide. Additional ether and anhydrous magnesium sulfate are added and the reaction mixture is filtered. The product is purified by chromatography using silica gel and... Reactants: CC1CNCCN1, O=C1CCC(=O)N(CCCCCl)c2ccccc21. Product: CC1CN(CCCCN2C(=O)CCC(=O)c3ccccc32)CCN1. Reaction SMILES: [CH3:19][CH:20]1[NH:21][CH2:22][CH2:23][NH:24][CH2:25]1.[Cl:1][CH2:2][CH2:3][CH2:4][CH2:5][N:6]1[C:7](=[O:18])[CH2:8][CH2:9][C:10](=[O:17])[c:11]2[c:12]1[cH:13][cH:14][cH:15][cH:16]2>>[CH2:2]([CH2:3][CH2:4][CH2:5][N:6]1[C:7](=[O:18])[CH2:8][CH2:9][C:10](=[O:17])[c:11]2[c:12]1[cH:13][cH:14][cH:15][cH:16]2)[N:24]1[CH2:23][CH2:22][NH:21][CH:20]([CH3:19])[CH2:25]1. Reactants: CN(C)C(=O)Cl, [Cl-], [H-], [Na+], [Na+], C1CCOC1, CC(=O)c1cccc(O)c1. Product: CC(=O)c1cccc(OC(=O)N(C)C)c1. As a reaction SMILES: [CH3:13][N:14]([C:15](=[O:16])[Cl:17])[CH3:18].[Cl-:20].[H-:1].[Na+:19].[Na+:2].[O:21]1[CH2:22][CH2:23][CH2:24][CH2:25]1.[OH:3][c:4]1[cH:5][c:6]([C:10]([CH3:11])=[O:12])[cH:7][cH:8][cH:9]1>>[O:3]([c:4]1[cH:5][c:6]([C:10]([CH3:11])=[O:12])[cH:7][cH:8][cH:9]1)[C:15]([N:14]([CH3:13])[CH3:18])=[O:16]. Starting materials: NC1=NC=CC=C1OCCCCN1C(SCC1=O)=O (3-[4-(2-aminopyridin-3-yloxy)butyl]thiazolidine-2,4-dione), BrCC(C(=O)OCC)=O (ethyl bromopyruvate). Yields the product C(C)OC(=O)C=1N=C2N(C=CC=C2OCCCCN2C(SCC2=O)=O)C1 (3-[4-(2-ethoxycarbonylimidazo[1,2-a]pyridin-8-yloxy)butyl]thiazolidine-2,4-dione). RXN SMILES: [NH2:1][C:2]1[C:7]([O:8][CH2:9][CH2:10][CH2:11][CH2:12][N:13]2[C:17](=[O:18])[CH2:16][S:15][C:14]2=[O:19])=[CH:6][CH:5]=[CH:4][N:3]=1.Br[CH2:21][C:22](=O)[C:23]([O:25][CH2:26][CH3:27])=[O:24]>>[CH2:26]([O:25][C:23]([C:22]1[N:1]=[C:2]2[C:7]([O:8][CH2:9][CH2:10][CH2:11][CH2:12][N:13]3[C:17](=[O:18])[CH2:16][S:15][C:14]3=[O:19])=[CH:6][CH:5]=[CH:4][N:3]2[CH:21]=1)=[O:24])[CH3:27]. Reported procedure: Using 5.69 g (20 mmol) of 3-[4-(2-aminopyridin-3-yloxy)butyl]thiazolidine-2,4-dione and 2.51 ml (20 mmol) of ethyl bromopyruvate, the same procedure as in Reference Example 27 was followed, to yield 3.28 g (43.5%, light orange oily substance) of the desired product. Starting materials: O[C@@H](CC(=O)N)CCCCCCCCCCCCC ((R)-3-hydroxyhexadecanamide), N1=CC=CC=C1 (pyridine), CS(=O)(=O)Cl (methanesulfonyl chloride). Solvent: ClCCl (dichloromethane). Run at time 8 hour. Yields the product CS(=O)(=O)O[C@@H](CC(=O)N)CCCCCCCCCCCCC ((R)-3-methanesulfonyloxyhexadecanamide). As a reaction SMILES: [OH:1][C@H:2]([CH2:7][CH2:8][CH2:9][CH2:10][CH2:11][CH2:12][CH2:13][CH2:14][CH2:15][CH2:16][CH2:17][CH2:18][CH3:19])[CH2:3][C:4]([NH2:6])=[O:5].N1C=CC=CC=1.[CH3:26][S:27](Cl)(=[O:29])=[O:28]>ClCCl>[CH3:26][S:27]([O:1][C@H:2]([CH2:7][CH2:8][CH2:9][CH2:10][CH2:11][CH2:12][CH2:13][CH2:14][CH2:15][CH2:16][CH2:17][CH2:18][CH3:19])[CH2:3][C:4]([NH2:6])=[O:5])(=[O:29])=[O:28]. Procedure details: To a solution of (R)-3-hydroxyhexadecanamide (100 mg) and pyridine (210 μl) in dichloromethane (10 ml) was added methanesulfonyl chloride (144 μl). This mixture was stirred at room temperature overnight, and the resulting precipitate was filtered off. The filtrate was concentrated, and dissolved in ethyl acetate (20 ml). This solution was washed with 1N-hydrochloric acid (20 ml×3), saturated sodium carbonate (20 ml×2), and brine (20 ml). After drying over MgSO4 and concentration, the residue was... Reactants: ClC1=CC=C(C=O)C=C1 (4-chlorobenzaldehyde), CC(=O)C1=CC=C(C=C1)F (4-fluoroacetophenone). The product is ClC1=CC=C(C=C1)C=CC(=O)C1=CC=C(C=C1)F (3-(4-chlorophenyl)-1-(4-fluorophenyl)prop-2-en-1-one). Reaction SMILES: [Cl:1][C:2]1[CH:9]=[CH:8][C:5]([CH:6]=O)=[CH:4][CH:3]=1.[CH3:10][C:11]([C:13]1[CH:18]=[CH:17][C:16]([F:19])=[CH:15][CH:14]=1)=[O:12]>>[Cl:1][C:2]1[CH:9]=[CH:8][C:5]([CH:6]=[CH:10][C:11]([C:13]2[CH:18]=[CH:17][C:16]([F:19])=[CH:15][CH:14]=2)=[O:12])=[CH:4][CH:3]=1. Procedure: By a procedure similar to that of example 1.59.1, starting from 4-chlorobenzaldehyde and commercial 4-fluoroacetophenone, 3-(4-chlorophenyl)-1-(4-fluorophenyl)prop-2-en-1-one was obtained as yellowish solid. Reactants: BrCCCCl (1-bromo-3-chloropropane), CC1=NC(=NO1)C=1N=CC=2NC3=CC=CC=C3C2C1 (3-(5-methyl-1,2,4-oxadiazol-3-yl)-β-carboline), [H-].[Na+] (sodium hydride), oil. Run in CN(C)C=O (DMF), CN(C)C=O (DMF). Conditions: time 1 hour. Product: ClCCCN1C2=CC=CC=C2C=2C=C(N=CC12)C1=NOC(=N1)C (9-(3-Chloro-1-propyl)-3-(5-methyl-1,2,4-oxadiazol-3-yl)-β-carboline). The yield is 64.3%. As a reaction SMILES: [CH3:1][C:2]1[O:6][N:5]=[C:4]([C:7]2[N:8]=[CH:9][C:10]3[NH:11][C:12]4[C:17]([C:18]=3[CH:19]=2)=[CH:16][CH:15]=[CH:14][CH:13]=4)[N:3]=1.[H-].[Na+].Br[CH2:23][CH2:24][CH2:25][Cl:26]>CN(C=O)C>[Cl:26][CH2:25][CH2:24][CH2:23][N:11]1[C:10]2[CH:9]=[N:8][C:7]([C:4]3[N:3]=[C:2]([CH3:1])[O:6][N:5]=3)=[CH:19][C:18]=2[C:17]2[C:12]1=[CH:13][CH:14]=[CH:15][CH:16]=2 |f:1.2|. Procedure: To a solution of 3-(5-methyl-1,2,4-oxadiazol-3-yl)-β-carboline (0.25 g, 0.001 mol) in anhydrous DMF (30 mL) was added 50% sodium hydride in mineral oil (0.03 g, 0.0011 mol). The mixture was stirred for 1 h at room temperature, and then carefully added to a solution of 1-bromo-3-chloropropane (0.17 g, 0.0011 mol) in anhydrous DMF (20 mL). The resulting mixture was stirred at ambient temperature for 96 h. The reaction mixture was concentrated in vacuo, and the crude product was purified twice on a...